From a dataset of the Open Reaction Database (ORD), a public repository of structured organic reaction records. describe an organic reaction: reactants, conditions, products, and yield Starting materials: C1CCNCC1, COc1cc[nH]c1C=O, CC(C)O, Cl, O, O=C1Cc2c(ccc3nc(-c4ccccc4)sc23)N1. The product is COc1cc[nH]c1C=C1C(=O)Nc2ccc3nc(-c4ccccc4)sc3c21. Reaction SMILES: [CH2:29]1[CH2:30][CH2:31][NH:32][CH2:33][CH2:34]1.[CH3:1][O:2][c:3]1[c:4]([CH:8]=[O:9])[nH:5][cH:6][cH:7]1.[CH3:36][CH:37]([OH:38])[CH3:39].[ClH:35].[OH2:40].[c:10]1(-[c:16]2[s:17][c:18]3[c:19]4[c:23]([cH:24][cH:25][c:26]3[n:27]2)[NH:22][C:21](=[O:28])[CH2:20]4)[cH:11][cH:12][cH:13][cH:14][cH:15]1>>[CH3:1][O:2][c:3]1[c:4]([CH:8]=[C:20]2[c:19]3[c:18]4[s:17][c:16](-[c:10]5[cH:11][cH:12][cH:13][cH:14][cH:15]5)[n:27][c:26]4[cH:25][cH:24][c:23]3[NH:22][C:21]2=[O:28])[nH:5][cH:6][cH:7]1. Starting materials: CCCC1CC(NC(C)=O)c2cc(S(N)(=O)=O)sc2S1(=O)=O, Cl, C1CCOC1. Product: CCCC1CC(NCC)c2cc(S(N)(=O)=O)sc2S1(=O)=O. As a reaction SMILES: [C:1]([CH3:2])(=[O:3])[NH:4][CH:5]1[c:6]2[c:7]([s:16][c:17]([S:19](=[O:20])(=[O:21])[NH2:22])[cH:18]2)[S:8](=[O:14])(=[O:15])[CH:9]([CH2:11][CH2:12][CH3:13])[CH2:10]1.[ClH:23].[O:24]1[CH2:25][CH2:26][CH2:27][CH2:28]1>>[CH2:1]([CH3:2])[NH:4][CH:5]1[c:6]2[c:7]([s:16][c:17]([S:19](=[O:20])(=[O:21])[NH2:22])[cH:18]2)[S:8](=[O:14])(=[O:15])[CH:9]([CH2:11][CH2:12][CH3:13])[CH2:10]1. Reactants: C(C)S(=O)(=O)N1CCC(CC1)C1=CNC2=C(C=C(C=C12)C=1C=C2CN(CC2=CC1)C(C)C)C(=O)N (3-[1-(ethylsulfonyl)-4-piperidinyl]-5-[2-(1-methylethyl)-2,3-dihydro-1H-isoindol-5-yl]-1H-indole-7-carboxamide), CC(C)=O (2-propanone). The product is C1(CC1)CN1CC2=CC=C(C=C2C1)C=1C=C2C(=CNC2=C(C1)C(=O)N)C1CCN(CC1)S(=O)(=O)CC (5-[2-(cyclopropylmethyl)-2,3-dihydro-1H-isoindol-5-yl]-3-[1-(ethylsulfonyl)-4-piperidinyl]-1H-indole-7-carboxamide). RXN SMILES: [CH2:1]([S:3]([N:6]1[CH2:11][CH2:10][CH:9]([C:12]2[C:20]3[C:15](=[C:16]([C:33]([NH2:35])=[O:34])[CH:17]=[C:18]([C:21]4[CH:22]=[C:23]5[C:27](=[CH:28][CH:29]=4)[CH2:26][N:25]([CH:30]([CH3:32])C)[CH2:24]5)[CH:19]=3)[NH:14][CH:13]=2)[CH2:8][CH2:7]1)(=[O:5])=[O:4])[CH3:2].[CH3:36][C:37](=O)C>>[CH:32]1([CH2:30][N:25]2[CH2:24][C:23]3[C:27](=[CH:28][CH:29]=[C:21]([C:18]4[CH:19]=[C:20]5[C:15](=[C:16]([C:33]([NH2:35])=[O:34])[CH:17]=4)[NH:14][CH:13]=[C:12]5[CH:9]4[CH2:10][CH2:11][N:6]([S:3]([CH2:1][CH3:2])(=[O:5])=[O:4])[CH2:7][CH2:8]4)[CH:22]=3)[CH2:26]2)[CH2:37][CH2:36]1. Procedure details: The title compound was prepared according to the general procedure of 3-[1-(ethylsulfonyl)-4-piperidinyl]-5-[2-(1-methylethyl)-2,3-dihydro-1H-isoindol-5-yl]-1H-indole-7-carboxamide, substituting cyclopropanecarbaldehyde (14 mg, 0.198 mmol) for 2-propanone to afford 10.8 mg of the title compound. The reactants are CCC(C)=O, CCN(C(C)C)C(C)C, COc1cc(Nc2n[nH]c(C(CCCCOn3nnc4ccccc43)c3ccc(F)cc3)n2)cnc1-n1cnc(Cl)c1. Yields the product COc1cc(Nc2nc3n(n2)CCCCC3c2ccc(F)cc2)cnc1-n1cnc(Cl)c1. As a reaction SMILES: [CH3:52][C:53](=[O:54])[CH2:55][CH3:56].[CH:43]([N:44]([CH2:45][CH3:46])[CH:47]([CH3:48])[CH3:49])([CH3:50])[CH3:51].[n:1]1([O:2][CH2:11][CH2:12][CH2:13][CH2:14][CH:15]([c:16]2[cH:17][cH:18][c:19]([F:22])[cH:20][cH:21]2)[c:23]2[n:24][c:25]([NH:28][c:29]3[cH:30][n:31][c:32](-[n:37]4[cH:38][n:39][c:40]([Cl:42])[cH:41]4)[c:33]([O:35][CH3:36])[cH:34]3)[n:26][nH:27]2)[c:3]2[cH:4][cH:5][cH:6][cH:7][c:8]2[n:9][n:10]1>>[CH2:11]1[CH2:12][CH2:13][CH2:14][CH:15]([c:16]2[cH:17][cH:18][c:19]([F:22])[cH:20][cH:21]2)[c:23]2[n:24][c:25]([NH:28][c:29]3[cH:30][n:31][c:32](-[n:37]4[cH:38][n:39][c:40]([Cl:42])[cH:41]4)[c:33]([O:35][CH3:36])[cH:34]3)[n:26][n:27]21. Starting materials: C(C1=CC=CC=C1)N (benzylamine), ClC1=NC=CC(=N1)Cl (2,4-dichloropyrimidine), C(C)(C)N(C(C)C)CC (N,N-Diisopropylethylamine). Run in C(C)(C)O (isopropanol). Yields the product C(C1=CC=CC=C1)NC1=NC(=NC=C1)Cl (benzyl-(2-chloropyrimidin-4-yl)amine). Reaction SMILES: [Cl:1][C:2]1[N:7]=[C:6](Cl)[CH:5]=[CH:4][N:3]=1.[CH2:9]([NH2:16])[C:10]1[CH:15]=[CH:14][CH:13]=[CH:12][CH:11]=1.C(N(CC)C(C)C)(C)C>C(O)(C)C>[CH2:9]([NH:16][C:6]1[CH:5]=[CH:4][N:3]=[C:2]([Cl:1])[N:7]=1)[C:10]1[CH:15]=[CH:14][CH:13]=[CH:12][CH:11]=1. Reported procedure: A solution of 2,4-dichloropyrimidine (0.500 g, 3.36 mmol) in isopropanol (10 mL) was cooled to 0° C., and benzylamine (0.360 g, 0.37 mL, 3.36 mmol) was added. N,N-Diisopropylethylamine (0.434 g, 0.58 mL, 3.4 mmol) was added and the mixture was allowed to warm to room temperature over 15 h. The resulting white suspension was concentrated to afford a white solid. This material was purified via column chromatography on silica gel (gradient elution with 0-50% ethyl acetate-hexane) to afford benzyl-(...